From a dataset of the Open Reaction Database (ORD), a public repository of structured organic reaction records. describe an organic reaction: reactants, conditions, products, and yield Starting materials: CCOC(=O)C(C)(C)Br, CN(C)C=O, [H-], [Na+], O, O=c1[nH]nc2ccc(OCCCN3CCC(OC(c4ccccc4)c4ccccc4)CC3)nn12. Product: CCOC(=O)C(C)(C)n1nc2ccc(OCCCN3CCC(OC(c4ccccc4)c4ccccc4)CC3)nn2c1=O. As a reaction SMILES: [Br:37][C:38]([C:39](=[O:40])[O:41][CH2:42][CH3:43])([CH3:44])[CH3:45].[CH3:47][N:48]([CH3:49])[CH:50]=[O:51].[H-:35].[Na+:36].[OH2:46].[c:1]1([CH:7]([O:8][CH:9]2[CH2:10][CH2:11][N:12]([CH2:15][CH2:16][CH2:17][O:18][c:19]3[cH:20][cH:21][c:22]4[n:23]([n:24]3)[c:25](=[O:28])[nH:26][n:27]4)[CH2:13][CH2:14]2)[c:29]2[cH:30][cH:31][cH:32][cH:33][cH:34]2)[cH:2][cH:3][cH:4][cH:5][cH:6]1>>[c:1]1([CH:7]([O:8][CH:9]2[CH2:10][CH2:11][N:12]([CH2:15][CH2:16][CH2:17][O:18][c:19]3[cH:20][cH:21][c:22]4[n:23]([n:24]3)[c:25](=[O:28])[n:26]([C:38]([C:39](=[O:40])[O:41][CH2:42][CH3:43])([CH3:44])[CH3:45])[n:27]4)[CH2:13][CH2:14]2)[c:29]2[cH:30][cH:31][cH:32][cH:33][cH:34]2)[cH:2][cH:3][cH:4][cH:5][cH:6]1. Reactants: CCCCN=C=O (effective_coupling_partner), Cc3cc(C)c(C(=O)Oc2ccc1ccccc1c2)c(C)c3 (substrate). The reagents and catalysts are dppf. Run at temperature 80 celsius, time 24 hour. Yields the product CCCCNC(=O)c2ccc1ccccc1c2. The reactants are C(#N)C1=C(C=C(C(=C1)OC)O)N=CN(C)C (N′-(2-cyano-5-hydroxy-4-methoxyphenyl)-N,N-dimethylimidoformamide), C([O-])([O-])=O.[K+].[K+] (potassium carbonate), BrCCCCCl (1-bromo 4-chorobutane), O (Water). Run in CN(C=O)C (dimethylformamide). Yields the product ClCCCCOC=1C(=CC(=C(C1)N=CN(C)C)C#N)OC (N′-[5-(4-chlorobutoxy)-2-cyano-4-methoxyphenyl]-N,N-dimethylimidoformamide). Isolated yield 796.2%. RXN SMILES: [C:1]([C:3]1[CH:8]=[C:7]([O:9][CH3:10])[C:6]([OH:11])=[CH:5][C:4]=1[N:12]=[CH:13][N:14]([CH3:16])[CH3:15])#[N:2].C(=O)([O-])[O-].[K+].[K+].Br[CH2:24][CH2:25][CH2:26][CH2:27][Cl:28].O>CN(C)C=O>[Cl:28][CH2:27][CH2:26][CH2:25][CH2:24][O:11][C:6]1[C:7]([O:9][CH3:10])=[CH:8][C:3]([C:1]#[N:2])=[C:4]([N:12]=[CH:13][N:14]([CH3:15])[CH3:16])[CH:5]=1 |f:1.2.3|. Procedure: A solution of N′-(2-cyano-5-hydroxy-4-methoxyphenyl)-N,N-dimethylimidoformamide (3.29 g, 1.5 mmol) in dimethylformamide (33 ml) and potassium carbonate (4.14 g, 30 mmol) was reacted with 1-bromo 4-chorobutane (3.86 g, 2.5 mmol) at 60° C. for 2 hours. Water was added to the reaction mixture which was then extracted with ethyl acetate. The organic phase was dried (magnesium sulphate), concentrated and the residue was purified by chromatography on silica gel. Elution with dichloromethane:ethyl acet... Procedure: The suspension of the title A compound from Example 1 (0.75 g, 2.0 mmol) in tetrahydrofuran (10 mL) and pyridine (1 mL) was treatetd at 0° C. under argon with n-propylisocyanate (0.24 mL, 2.5 mmol). After the addition was finished, the cooling bath was removed and the reaction was allowed to stir at room temperature for 5 hours. The resulting solution was diluted with ethyl acetate and was washed with 1N hydrochloric acid, water and brine. After drying over anhydrous magnesium sulfate, the solve... Conditions: time 5 hour. Reactants: CC=1NC=2N(C(C1C(=O)OC(C)C)C1=CC(=CC=C1)[N+](=O)[O-])N(C(C2)=O)C(=O)OC(C)C (4,7-Dihydro-5-methyl7(3-nitrophenyl)-2-oxopyrazolo[1,5-a]pyrimidine-1,6(2H)dicarboxylic acid, bis(1-methylethyl) ester), O1CCCC1 (tetrahydrofuran), C(CC)N=C=O (n-propylisocyanate). Solvent: N1=CC=CC=C1 (pyridine). Product: CC=1NC=2N(C(C1C(=O)OC(C)C)C1=CC(=CC=C1)[N+](=O)[O-])N(C(C2)=O)C(=O)NCCC (1,2,4,7-Tetrahydro-5-methyl-7-(3-nitrophenyl)-2-oxo-1-[(propylamino)carbonyl]pyrazolo[1,5-a]pyrimidine-6-carboxylic acid, 1-methylethyl ester). RXN SMILES: [CH3:1][C:2]1[NH:3][C:4]2[N:5]([N:23]([C:27]([O:29]C(C)C)=O)[C:24](=[O:26])[CH:25]=2)[CH:6]([C:14]2[CH:19]=[CH:18][CH:17]=[C:16]([N+:20]([O-:22])=[O:21])[CH:15]=2)[C:7]=1[C:8]([O:10]C(C)C)=[O:9].[CH2:33]([N:36]=C=O)[CH2:34][CH3:35].O1C[CH2:42][CH2:41][CH2:40]1>N1C=CC=CC=1>[CH3:1][C:2]1[NH:3][C:4]2[N:5]([N:23]([C:27]([NH:36][CH2:33][CH2:34][CH3:35])=[O:29])[C:24](=[O:26])[CH:25]=2)[CH:6]([C:14]2[CH:19]=[CH:18][CH:17]=[C:16]([N+:20]([O-:22])=[O:21])[CH:15]=2)[C:7]=1[C:8]([O:10][CH:41]([CH3:42])[CH3:40])=[O:9]. The reactants are NC1=CC2=C(N=C(S2)C(C)(C)C)C=C1N1CCN(CC1)C(C)=O (6-amino-2-tert-butyl-5-[4-acetylpiperazin-1-yl]benzothiazole), C([O-])(O)=O.[Na+] (sodium bicarbonate), C(=S)(Cl)Cl (thiophosgene). Run in C(Cl)(Cl)Cl (chloroform). Conditions: time 8 hour. The product is C(C)(C)(C)C=1SC2=C(N1)C=C(C(=C2)N=C=S)N2CCN(CC2)C(C)=O (2-tert-butyl-6-isothiocyanato-5-[4-acetylpiperazin-1-yl]benzothiazole). Reaction SMILES: [NH2:1][C:2]1[C:14]([N:15]2[CH2:20][CH2:19][N:18]([C:21](=[O:23])[CH3:22])[CH2:17][CH2:16]2)=[CH:13][C:5]2[N:6]=[C:7]([C:9]([CH3:12])([CH3:11])[CH3:10])[S:8][C:4]=2[CH:3]=1.C(=O)(O)[O-].[Na+].[C:29](Cl)(Cl)=[S:30]>C(Cl)(Cl)Cl>[C:9]([C:7]1[S:8][C:4]2[CH:3]=[C:2]([N:1]=[C:29]=[S:30])[C:14]([N:15]3[CH2:20][CH2:19][N:18]([C:21](=[O:23])[CH3:22])[CH2:17][CH2:16]3)=[CH:13][C:5]=2[N:6]=1)([CH3:12])([CH3:10])[CH3:11] |f:1.2|. Procedure details: A mixture of 2 g of 6-amino-2-tert-butyl-5-[4-acetylpiperazin-1-yl]benzothiazole and 1.5 g of sodium bicarbonate in 150 ml of chloroform is cooled to 0° and 4 ml of thiophosgene is added dropwise and stirred at ambient temperature overnight. The solid is filtered off and the filtrate is evaporated under reduced pressure. The oil so obtained is applied on a silica gel column and eluted with 1% methanol in chloroform to yield 2-tert-butyl-6-isothiocyanato-5-[4-acetylpiperazin-1-yl]benzothiazole, m... Reactants: [OH-].[K+] (potassium hydroxide), COC1=C(C=C(C=C1)N1C(OCC1)=O)[N+](=O)[O-] (3-(4-Methoxy-3-nitrophenyl)-1,3-oxazolidine-2-one). The solvent is CO (methanol), O (water). Product: OCCNC1=CC(=C(C=C1)OC)[N+](=O)[O-] (N-(2-Hydroxyethyl)-4-methoxy-3-nitro-aniline). RXN SMILES: [OH-].[K+].[CH3:3][O:4][C:5]1[CH:10]=[CH:9][C:8]([N:11]2[CH2:15][CH2:14][O:13]C2=O)=[CH:7][C:6]=1[N+:17]([O-:19])=[O:18]>CO.O>[OH:13][CH2:14][CH2:15][NH:11][C:8]1[CH:9]=[CH:10][C:5]([O:4][CH3:3])=[C:6]([N+:17]([O-:19])=[O:18])[CH:7]=1 |f:0.1|. Reported procedure: Solid potassium hydroxide (3.5 g) is dissolved in methanol (100 ml). To the obtained solution the 3-(4-methoxy-3-nitrophenyl)-1,3-oxazolidin-2-one of step 1.1 (5 g) is added whereupon a yellow suspension is formed. Then the reaction mixture is heated under reflux for 5 hours and a red solution is obtained. With stirring, diluted acetc acid (3.7 g in 20 ml water) is added dropwise to the warm solution and the reaction mixture is cooled down to from about 0° C. to about 5° C. An orange suspension ... Reactants: FC(C=1C=C(C=C(C1)C(F)(F)F)I)(F)F (3,5-bis(trifluoromethyl)iodobenzene), CC(C(C(C(C)(C)C)=O)=O)CCC (tetramethyl heptanedione), C([O-])([O-])=O.[Cs+].[Cs+] (cesium carbonate), BrC1=CC=C(C=C1)S (4-bromothiophenol). The reagents and catalysts are Cl[Cu] (CuCl). The solvent is hexanes, CN1C(CCC1)=O (N-Methyl-2-pyrrolidone), C(C)(=O)OCC (ethyl acetate). Run at temperature 130 celsius, time 2 hour. Yields the product BrC1=CC=C(C=C1)SC1=CC(=CC(=C1)C(F)(F)F)C(F)(F)F (1-(4-bromo-phenylsulfanyl)-3,5-bis(trifluoromethyl)benzene). The yield is 41.5%. As a reaction SMILES: [Br:1][C:2]1[CH:7]=[CH:6][C:5]([SH:8])=[CH:4][CH:3]=1.[F:9][C:10]([F:23])([F:22])[C:11]1[CH:12]=[C:13](I)[CH:14]=[C:15]([C:17]([F:20])([F:19])[F:18])[CH:16]=1.CC(CCC)C(=O)C(=O)C(C)(C)C.C(=O)([O-])[O-].[Cs+].[Cs+]>C(OCC)(=O)C.Cl[Cu].CN1CCCC1=O>[Br:1][C:2]1[CH:7]=[CH:6][C:5]([S:8][C:13]2[CH:14]=[C:15]([C:17]([F:20])([F:18])[F:19])[CH:16]=[C:11]([C:10]([F:9])([F:23])[F:22])[CH:12]=2)=[CH:4][CH:3]=1 |f:3.4.5|. Procedure: N-Methyl-2-pyrrolidone (10 mL) was added to 4-bromothiophenol (0.500 g, 2.64 mmol) in a sealed tube and the mixture was purged with argon for 5 minutes. After this time, 3,5-bis(trifluoromethyl)iodobenzene (0.89 g, 2.64 mmol), CuCl (0.131 g, 1.32 mmol), tetramethyl heptanedione (0.14 mL, 0.66 mmol) and cesium carbonate (1.70 g, 5.28 mmol) were added to the reaction mixture. The reaction mixture was stirred at 130° C. under argon for 2 hours. The reaction mixture was cooled to room temperature, d... Reactants: C(C)(C)(C)C=1C(=C(/C=C/C2=C(C=C(C=C2)NS(=O)(=O)C)C(=O)N2CCOCC2)C=C(C1)N1C(NC(C=C1)=O)=O)OC ((E)-N-(4-(3-tert-butyl-5-(2,4-dioxo-3,4-dihydropyrimidin-1(2H)-yl)-2-methoxystyryl)-3-(morpholine-4-carbonyl)phenyl)methanesulfonamide), N1N=NC=C1 (1H-1,2,3-triazole), C([O-])([O-])=O.[K+].[K+] (potassium carbonate). Solvent: C1CCCS1(=O)=O (tetramethylene sulfone). Run at temperature 130 celsius. Product: C(C)(C)(C)C=1C(=C(/C=C/C2=C(C=C(C=C2)NS(=O)(=O)C)C=2OC=CN2)C=C(C1)N1C(NC(C=C1)=O)=O)OC ((E)-N-(4-(3-tert-butyl-5-(2,4-dioxo-3,4-dihydropyrimidin-1(2H)-yl)-2-methoxystyryl)-3-(oxazol-2-yl)phenyl)methanesulfonamide). Yield: 46.0%. Reaction SMILES: [C:1]([C:5]1[C:6]([O:40][CH3:41])=[C:7]([CH:29]=[C:30]([N:32]2[CH:37]=[CH:36][C:35](=[O:38])[NH:34][C:33]2=[O:39])[CH:31]=1)/[CH:8]=[CH:9]/[C:10]1[CH:15]=[CH:14][C:13]([NH:16][S:17]([CH3:20])(=[O:19])=[O:18])=[CH:12][C:11]=1[C:21]([N:23]1CCO[CH2:25][CH2:24]1)=[O:22])([CH3:4])([CH3:3])[CH3:2].N1C=CN=N1.C(=O)([O-])[O-].[K+].[K+]>C1S(=O)(=O)CCC1>[C:1]([C:5]1[C:6]([O:40][CH3:41])=[C:7]([CH:29]=[C:30]([N:32]2[CH:37]=[CH:36][C:35](=[O:38])[NH:34][C:33]2=[O:39])[CH:31]=1)/[CH:8]=[CH:9]/[C:10]1[CH:15]=[CH:14][C:13]([NH:16][S:17]([CH3:20])(=[O:18])=[O:19])=[CH:12][C:11]=1[C:21]1[O:22][CH:25]=[CH:24][N:23]=1)([CH3:4])([CH3:3])[CH3:2] |f:2.3.4|. Procedure: To a solution of the product from Example 27, Part A (80 mg, 0.15 mmol) in tetramethylene sulfone (1.5 ml) was added 1H-1,2,3-triazole (10 μL, 0.17 mmol) and potassium carbonate (73 mg, 0.53 mmol). The mixture was heated for 35 min at 130° C. in a microwave reactor. After cooling to room temperature, the mixture was partitioned between 1 N aqueous HCl (10 ml) and EtOAc (2×10 ml). The combined organic layers were dried over Na2SO4, filtered and concentrated in vacuo. The crude product was purifie... Starting materials: O=C(Cl)c1ccccc1, Cl[Al](Cl)Cl, Clc1ccccc1, Cl, c1ccsc1. Product: c1ccc(Cc2cccs2)cc1. RXN SMILES: [C:5]([c:6]1[cH:7][cH:8][cH:9][cH:10][cH:11]1)([Cl:12])=[O:13].[Cl:1][Al:2]([Cl:3])[Cl:4].[Cl:20][c:21]1[cH:22][cH:23][cH:24][cH:25][cH:26]1.[ClH:19].[cH:14]1[cH:15][cH:16][s:17][cH:18]1>>[CH2:5]([c:6]1[cH:7][cH:8][cH:9][cH:10][cH:11]1)[c:16]1[cH:15][cH:14][cH:18][s:17]1. Reactants: OC(CN1C(=CC2=C(C(=CC=C12)C#N)C(F)(F)F)C)C (1-(2-Hydroxypropyl)-2-methyl-4-(trifluoromethyl)-1H-indole-5-carbonitrile), N1=C(C=CC=C1)O (2-pyridinol). Yields the product CC=1N(C2=CC=C(C(=C2C1)C(F)(F)F)C#N)CC(C)OC1=NC=CC=C1 (2-Methyl-1-[2-(2-pyridinyloxy)propyl]-4-(trifluoromethyl)-1H-indole-5-carbonitrile). RXN SMILES: [OH:1][CH:2]([CH3:20])[CH2:3][N:4]1[C:12]2[C:7](=[C:8]([C:15]([F:18])([F:17])[F:16])[C:9]([C:13]#[N:14])=[CH:10][CH:11]=2)[CH:6]=[C:5]1[CH3:19].[N:21]1[CH:26]=[CH:25][CH:24]=[CH:23][C:22]=1O>>[CH3:19][C:5]1[N:4]([CH2:3][CH:2]([O:1][C:22]2[CH:23]=[CH:24][CH:25]=[CH:26][N:21]=2)[CH3:20])[C:12]2[C:7]([CH:6]=1)=[C:8]([C:15]([F:18])([F:16])[F:17])[C:9]([C:13]#[N:14])=[CH:10][CH:11]=2. Procedure details: Synthesized as described in Example 139C using 1-(2-hydroxypropyl)-2-methyl-4-(trifluoromethyl)-1H-indole-5-carbonitrile (Example 335) and 2-pyridinol: MS (ES) m/z 360 (M+1).